describe an organic reaction: reactants, conditions, products, and yield From a dataset of the Open Reaction Database (ORD), a public repository of structured organic reaction records. Reactants: C(C(C)=C)Cl (methallyl chloride), diether, C(C(C)=C)Cl (methallyl chloride), C=1(O)C(O)=CC=CC1 (pyrocatechol). Yields the product C(C(C)=C)OC1=C(C=CC=C1)O (o-methallyloxyphenol). The yield is 68.0%. RXN SMILES: [CH2:1](Cl)[C:2](=[CH2:4])[CH3:3].[C:6]1([C:8](=[CH:10][CH:11]=[CH:12][CH:13]=1)[OH:9])[OH:7]>>[CH2:1]([O:7][C:6]1[CH:13]=[CH:12][CH:11]=[CH:10][C:8]=1[OH:9])[C:2](=[CH2:4])[CH3:3]. Procedure: These Examples A-D show that if the alkaline reagent used is sodium hydroxide or potassium hydroxide, an increase in the amount of methallyl chloride used improves the degree of conversion of the pyrocatechol as well as the yield of monoether, but results in a substantial formation of diether and of benzene ring alkylation products. Thus, if reference is made to Examples B and D, the use of one mol of methallyl chloride per mol of pyrocatechol, results in monoether/diether molar ratios of, respe...